Dataset: the Open Reaction Database (ORD), a public repository of structured organic reaction records. Task: describe an organic reaction: reactants, conditions, products, and yield Starting materials: ClC1=NC2=CC=C(C=C2C(=C1)NCC1=CC(=C(C=C1)OC)Cl)C#N (2-chloro-4-(3-chloro-4-methoxybenzyl)amino-6-cyanoquinoline), N1CCC(C(=O)O)CC1 (isonipecotic acid), CN1C(CCC1)=O (N-methyl-2-pyrrolidone). The solvent is O (water). Conditions: temperature 130 celsius. Product: C(C)OC(=O)C1CCN(CC1)C1=NC2=CC=C(C=C2C(=C1)NCC1=CC(=C(C=C1)OC)Cl)C#N (2-(4-Ethoxycarbonylpiperidino)-4-(3-chloro-4methoxybenzylamino)-6-cyanoquinoline). Reaction SMILES: Cl[C:2]1[CH:11]=[C:10]([NH:12][CH2:13][C:14]2[CH:19]=[CH:18][C:17]([O:20][CH3:21])=[C:16]([Cl:22])[CH:15]=2)[C:9]2[C:4](=[CH:5][CH:6]=[C:7]([C:23]#[N:24])[CH:8]=2)[N:3]=1.[NH:25]1[CH2:33][CH2:32][CH:28]([C:29]([OH:31])=[O:30])[CH2:27][CH2:26]1.CN1CC[CH2:37][C:36]1=O>O>[CH2:36]([O:30][C:29]([CH:28]1[CH2:32][CH2:33][N:25]([C:2]2[CH:11]=[C:10]([NH:12][CH2:13][C:14]3[CH:19]=[CH:18][C:17]([O:20][CH3:21])=[C:16]([Cl:22])[CH:15]=3)[C:9]3[C:4](=[CH:5][CH:6]=[C:7]([C:23]#[N:24])[CH:8]=3)[N:3]=2)[CH2:26][CH2:27]1)=[O:31])[CH3:37]. Reported procedure: A mixture comprising 750 mg of 2-chloro-4-(3-chloro-4-methoxybenzyl)amino-6-cyanoquinoline, 1.6 ml of isonipecotic acid and 5 ml of N-methyl-2-pyrrolidone was heated on an oil bath at 130° C. for 3 hours and cooled, followed by the addition of water. The resulting mixture was extracted with ethyl acetate and the ethyl acetate layer was washed with water and a saturated aqueous solution of sodium chloride, dried over anhydrous magnesium sulfate, and concentrated. The residue was subjected to sili... The reactants are COC(=O)C(=NO)c1ccccc1Oc1ccccc1, CN(C)C=O, COS(=O)(=O)OC, Cc1ccccc1, [K+], [OH-]. The product is CON=C(C(=O)OC)c1ccccc1Oc1ccccc1. RXN SMILES: [CH3:1][O:2][C:3]([C:4](=[N:5][OH:6])[c:7]1[c:8]([O:13][c:14]2[cH:15][cH:16][cH:17][cH:18][cH:19]2)[cH:9][cH:10][cH:11][cH:12]1)=[O:20].[CH3:21][N:22]([CH3:23])[CH:24]=[O:25].[CH3:28][O:29][S:30]([O:31][CH3:32])(=[O:33])=[O:34].[CH3:35][c:36]1[cH:37][cH:38][cH:39][cH:40][cH:41]1.[K+:27].[OH-:26]>>[CH3:1][O:2][C:3]([C:4](=[N:5][O:6][CH3:21])[c:7]1[c:8]([O:13][c:14]2[cH:15][cH:16][cH:17][cH:18][cH:19]2)[cH:9][cH:10][cH:11][cH:12]1)=[O:20].